This data is from the Open Reaction Database (ORD), a public repository of structured organic reaction records. The task is: describe an organic reaction: reactants, conditions, products, and yield The reactants are Br, COc1ncccc1-c1cc(N(C)C(=O)c2ccc(NS(C)(=O)=O)cc2)c(OC)c(C(C)(C)C)c1, CC(=O)O, CCOC(C)=O. Product: COc1c(N(C)C(=O)c2ccc(NS(C)(=O)=O)cc2)cc(-c2ccc[nH]c2=O)cc1C(C)(C)C. RXN SMILES: [BrH:36].[C:1]([CH3:2])([CH3:3])([CH3:4])[c:5]1[c:6]([O:34][CH3:35])[c:7]([N:19]([C:20]([c:21]2[cH:22][cH:23][c:24]([NH:27][S:28](=[O:29])(=[O:30])[CH3:31])[cH:25][cH:26]2)=[O:32])[CH3:33])[cH:8][c:9](-[c:11]2[c:12]([O:17][CH3:18])[n:13][cH:14][cH:15][cH:16]2)[cH:10]1.[C:37]([OH:38])(=[O:39])[CH3:40].[CH3:41][CH2:42][O:43][C:44]([CH3:45])=[O:46]>>[C:1]([CH3:2])([CH3:3])([CH3:4])[c:5]1[c:6]([O:34][CH3:35])[c:7]([N:19]([C:20]([c:21]2[cH:22][cH:23][c:24]([NH:27][S:28](=[O:29])(=[O:30])[CH3:31])[cH:25][cH:26]2)=[O:32])[CH3:33])[cH:8][c:9](-[c:11]2[c:12](=[O:17])[nH:13][cH:14][cH:15][cH:16]2)[cH:10]1. Reaction SMILES: [CH2:1]([O:2][C:3](=[O:4])[N:6]1[CH2:7][CH2:8][CH:9]([c:12]2[o:13][c:14]3[c:15]([cH:16]2)[cH:17][c:18]([CH3:22])[c:19]([CH3:21])[cH:20]3)[CH2:10][CH2:11]1)[CH3:5].[Na+:24].[OH-:23].[OH:25][CH2:26][CH2:27][OH:28]>>[NH:6]1[CH2:7][CH2:8][CH:9]([c:12]2[o:13][c:14]3[c:15]([cH:16]2)[cH:17][c:18]([CH3:22])[c:19]([CH3:21])[cH:20]3)[CH2:10][CH2:11]1. Starting materials: CCOC(=O)N1CCC(c2cc3cc(C)c(C)cc3o2)CC1, [Na+], [OH-], OCCO. Product: Cc1cc2cc(C3CCNCC3)oc2cc1C.